Dataset: the Open Reaction Database (ORD), a public repository of structured organic reaction records. Task: describe an organic reaction: reactants, conditions, products, and yield Reactants: CCOc1ccc(C=O)cc1O, CCCCCC, ClCCl, Cl, [Na+], O=C([O-])O, SCc1ccccc1S. The product is CCOc1ccc(C2SCc3ccccc3S2)cc1O. Reaction SMILES: [CH2:2]([CH3:3])[O:4][c:5]1[c:6]([OH:13])[cH:7][c:8]([CH:9]=[O:10])[cH:11][cH:12]1.[CH3:31][CH2:32][CH2:33][CH2:34][CH2:35][CH3:36].[Cl:28][CH2:29][Cl:30].[ClH:1].[Na+:27].[O-:23][C:24]([OH:25])=[O:26].[SH:14][CH2:15][c:16]1[c:17]([SH:22])[cH:18][cH:19][cH:20][cH:21]1>>[CH2:2]([CH3:3])[O:4][c:5]1[c:6]([OH:13])[cH:7][c:8]([CH:9]2[S:14][CH2:15][c:16]3[c:17]([cH:18][cH:19][cH:20][cH:21]3)[S:22]2)[cH:11][cH:12]1.